This data is from the Open Reaction Database (ORD), a public repository of structured organic reaction records. The task is: describe an organic reaction: reactants, conditions, products, and yield The reactants are COc1cccc2c1CCC=C2CCC(=O)O, Cl, Cl, O, c1ccncc1. Reaction SMILES: [CH3:8][O:9][c:10]1[c:11]2[c:16]([cH:17][cH:18][cH:19]1)[C:15]([CH2:20][CH2:21][C:22](=[O:23])[OH:24])=[CH:14][CH2:13][CH2:12]2.[ClH:1].[ClH:25].[OH2:26].[n:2]1[cH:3][cH:4][cH:5][cH:6][cH:7]1>>[OH:9][c:10]1[c:11]2[c:16]([cH:17][cH:18][cH:19]1)[C:15]([CH2:20][CH2:21][C:22](=[O:23])[OH:24])=[CH:14][CH2:13][CH2:12]2. The product is O=C(O)CCC1=CCCc2c(O)cccc21. Reactants: CCBr, O=S(=O)(Cc1ccc(Cl)cc1)c1cc(Br)ccn1. Yields the product CCC(c1ccc(Cl)cc1)S(=O)(=O)c1cc(Br)ccn1. As a reaction SMILES: [Br:19][CH2:20][CH3:21].[Cl:1][c:2]1[cH:3][cH:4][c:5]([CH2:8][S:9](=[O:10])(=[O:11])[c:12]2[n:13][cH:14][cH:15][c:16]([Br:18])[cH:17]2)[cH:6][cH:7]1>>[Cl:1][c:2]1[cH:3][cH:4][c:5]([CH:8]([S:9](=[O:10])(=[O:11])[c:12]2[n:13][cH:14][cH:15][c:16]([Br:18])[cH:17]2)[CH2:20][CH3:21])[cH:6][cH:7]1.